From a dataset of the Open Reaction Database (ORD), a public repository of structured organic reaction records. describe an organic reaction: reactants, conditions, products, and yield Starting materials: [N+](=O)([O-])C1=CC=C(CP(CC)(CC)=O)C=C1 (4-nitrobenzyldiethylphosphine oxide). The reagents and catalysts are [Pd] (Pd-C). Run in C(C)O (ethanol). Conditions: time 16 hour. Product: NC1=CC=C(CP(CC)(CC)=O)C=C1 (4-aminobenzyldiethylphosphine oxide). The yield is 99.6%. As a reaction SMILES: [N+:1]([C:4]1[CH:16]=[CH:15][C:7]([CH2:8][P:9](=[O:14])([CH2:12][CH3:13])[CH2:10][CH3:11])=[CH:6][CH:5]=1)([O-])=O>C(O)C.[Pd]>[NH2:1][C:4]1[CH:16]=[CH:15][C:7]([CH2:8][P:9](=[O:14])([CH2:10][CH3:11])[CH2:12][CH3:13])=[CH:6][CH:5]=1. Procedure: A mixture of 4-nitrobenzyldiethylphosphine oxide (0.4 g) and 10% Pd-C (0.06 g) in ethanol (10 ml) was vigorously stirred under hydrogen atmosphere for 16 hours, and the Pd-C was filtered off. The filtrate was concentrated under reduced pressure to give 4-aminobenzyldiethylphosphine oxide (349 mg) as brown oil. The reactants are CC(C)C[Mg+], C1CCOC1, CN1CCCC1=O, COC(=O)c1cc(Cl)nc(OC)c1, [Cl-]. Yields the product COC(=O)c1cc(CC(C)C)nc(OC)c1. RXN SMILES: [CH2:22]([CH:23]([CH3:24])[CH3:25])[Mg+:26].[CH2:27]1[O:28][CH2:29][CH2:30][CH2:31]1.[CH3:14][N:15]1[CH2:16][CH2:17][CH2:18][C:19]1=[O:20].[CH3:1][O:2][C:3]([c:4]1[cH:5][c:6]([Cl:12])[n:7][c:8]([O:10][CH3:11])[cH:9]1)=[O:13].[Cl-:21]>>[CH3:1][O:2][C:3]([c:4]1[cH:5][c:6]([CH2:22][CH:23]([CH3:24])[CH3:25])[n:7][c:8]([O:10][CH3:11])[cH:9]1)=[O:13]. The reactants are ClC(Cl)Cl, Cn1nc(-c2ccccc2)c(CSC2=NOC(C)(C)C2)c1Cl, O=C(OO)c1cccc(Cl)c1, O. Yields the product Cn1nc(-c2ccccc2)c(CS(=O)C2=NOC(C)(C)C2)c1Cl. RXN SMILES: [CH:35]([Cl:36])([Cl:37])[Cl:38].[Cl:12][c:13]1[c:14]([CH2:25][S:26][C:27]2=[N:28][O:29][C:30]([CH3:32])([CH3:33])[CH2:31]2)[c:15](-[c:19]2[cH:20][cH:21][cH:22][cH:23][cH:24]2)[n:16][n:17]1[CH3:18].[Cl:1][c:2]1[cH:3][cH:4][cH:5][c:6]([C:7]([O:8][OH:10])=[O:9])[cH:11]1.[OH2:34]>>[O:9]=[S:26]([CH2:25][c:14]1[c:13]([Cl:12])[n:17]([CH3:18])[n:16][c:15]1-[c:19]1[cH:20][cH:21][cH:22][cH:23][cH:24]1)[C:27]1=[N:28][O:29][C:30]([CH3:32])([CH3:33])[CH2:31]1. Reactants: CCN=C=NCCCN(C)C, ClCCl, CC(Nc1cc(F)cc(F)c1)c1cc(C(=O)O)cc2c(=O)cc(N3CCOCC3)oc12, OC1CCNC1. Yields the product CC(Nc1cc(F)cc(F)c1)c1cc(C(=O)N2CCC(O)C2)cc2c(=O)cc(N3CCOCC3)oc12. RXN SMILES: [CH3:1][CH2:2][N:3]=[C:4]=[N:5][CH2:6][CH2:7][CH2:8][N:9]([CH3:10])[CH3:11].[Cl:49][CH2:50][Cl:51].[F:12][c:13]1[cH:14][c:15]([NH:20][CH:21]([CH3:22])[c:23]2[cH:24][c:25]([C:40](=[O:41])[OH:42])[cH:26][c:27]3[c:28](=[O:39])[cH:29][c:30]([N:33]4[CH2:34][CH2:35][O:36][CH2:37][CH2:38]4)[o:31][c:32]23)[cH:16][c:17]([F:19])[cH:18]1.[NH:43]1[CH2:44][CH:45]([OH:48])[CH2:46][CH2:47]1>>[F:12][c:13]1[cH:14][c:15]([NH:20][CH:21]([CH3:22])[c:23]2[cH:24][c:25]([C:40](=[O:41])[N:43]3[CH2:44][CH:45]([OH:48])[CH2:46][CH2:47]3)[cH:26][c:27]3[c:28](=[O:39])[cH:29][c:30]([N:33]4[CH2:34][CH2:35][O:36][CH2:37][CH2:38]4)[o:31][c:32]23)[cH:16][c:17]([F:19])[cH:18]1. Product: C(=O)(O)CCCCCCCCCCCCC(=O)ON1C(CCC1=O)=O (N-(13-carboxytridecanoyloxy)succinimide). The reagents and catalysts are [C].[Pd] (palladium carbon). The yield is 0.1%. Procedure details: In 15 ml of tetrahydrofuran N-(13-benzyloxycarbonyltridecanoyloxy)succinimide (2.28 g, 5.12 mmoles) was dissolved. To the obtained solution, were added 228 mg of 10% palladium carbon and the mixture was stirred for 15 hours under an atmosphere of hydrogen. The reaction mixture was filtered and the filtrate was concentrated under reduced pressure. The residue was recrystallized from ethanol, to give N-(13-carboxytridecanoyloxy)succinimide (1.71 mg, 94%) having the following properties. Run at time 15 hour. Starting materials: C(C1=CC=CC=C1)OC(=O)CCCCCCCCCCCCC(=O)ON1C(CCC1=O)=O.O1CCCC1 (tetrahydrofuran N-(13-benzyloxycarbonyltridecanoyloxy)succinimide). RXN SMILES: C([O:8][C:9]([CH2:11][CH2:12][CH2:13][CH2:14][CH2:15][CH2:16][CH2:17][CH2:18][CH2:19][CH2:20][CH2:21][CH2:22][C:23]([O:25][N:26]1[C:30](=[O:31])[CH2:29][CH2:28][C:27]1=[O:32])=[O:24])=[O:10])C1C=CC=CC=1.O1CCCC1>[C].[Pd]>[C:9]([CH2:11][CH2:12][CH2:13][CH2:14][CH2:15][CH2:16][CH2:17][CH2:18][CH2:19][CH2:20][CH2:21][CH2:22][C:23]([O:25][N:26]1[C:30](=[O:31])[CH2:29][CH2:28][C:27]1=[O:32])=[O:24])([OH:10])=[O:8] |f:0.1,2.3|.